Dataset: the Open Reaction Database (ORD), a public repository of structured organic reaction records. Task: describe an organic reaction: reactants, conditions, products, and yield Reactants: CC(C)(C)[Si](C)(C)Cl (TBSCl), C1(CC1)[C@@H]1CC(C(N1C(=O)OC(C)(C)C)CO)O ((5S)-tert-butyl 5-cyclopropyl-3-hydroxy-2-(hydroxymethyl)pyrrolidine-1-carboxylate). The solvent is N1=CC=CC=C1 (pyridine), C(Cl)Cl (CH2Cl2). Reaction conditions: time 18 hour. Product: [Si](C)(C)(C(C)(C)C)OCC1N([C@@H](CC1O)C1CC1)C(=O)OC(C)(C)C ((5S)-tert-butyl 2-((tert-butyldimethylsilyloxy)methyl)-5-cyclopropyl-3-hydroxypyrrolidine-1-carboxylate). As a reaction SMILES: [CH3:1][C:2]([Si:5](Cl)([CH3:7])[CH3:6])([CH3:4])[CH3:3].[CH:9]1([C@H:12]2[N:16]([C:17]([O:19][C:20]([CH3:23])([CH3:22])[CH3:21])=[O:18])[CH:15]([CH2:24][OH:25])[CH:14]([OH:26])[CH2:13]2)[CH2:11][CH2:10]1>N1C=CC=CC=1.C(Cl)Cl>[Si:5]([O:25][CH2:24][CH:15]1[CH:14]([OH:26])[CH2:13][C@@H:12]([CH:9]2[CH2:10][CH2:11]2)[N:16]1[C:17]([O:19][C:20]([CH3:23])([CH3:22])[CH3:21])=[O:18])([C:2]([CH3:4])([CH3:3])[CH3:1])([CH3:7])[CH3:6]. Reported procedure: TBSCl (1.35 g, 9.00 mmol) was added to a solution of (5S)-tert-butyl 5-cyclopropyl-3-hydroxy-2-(hydroxymethyl)pyrrolidine-1-carboxylate (32) (1.93 g, 7.50 mmol) in pyridine (15 mL) and the resulting solution was stirred at rt for 18 h. The reaction mixture was diluted with CH2Cl2 (20 mL) and washed with 1 N aq. HCl (10 mL). The organic phase was dried (Na2SO4), filtered and concentrated under vacuum to give (5S)-tert-butyl 2-((tert-butyldimethylsilyloxy)methyl)-5-cyclopropyl-3-hydroxypyrrolidine... Reactants: [BH4-], CO, O=C1CCc2cc(Cl)c(Cl)cc21, [Na+]. Product: OC1CCc2cc(Cl)c(Cl)cc21. As a reaction SMILES: [BH4-:1].[CH3:15][OH:16].[Cl:3][c:4]1[cH:5][c:6]2[c:10]([cH:11][c:12]1[Cl:13])[C:9](=[O:14])[CH2:8][CH2:7]2.[Na+:2]>>[Cl:3][c:4]1[cH:5][c:6]2[c:10]([cH:11][c:12]1[Cl:13])[CH:9]([OH:14])[CH2:8][CH2:7]2. Starting materials: Cc1ccccc1, NC(=O)CCl, O=C(O)c1ccccc1. Yields the product NC(=O)COC(=O)c1ccccc1. As a reaction SMILES: [CH3:15][c:16]1[cH:17][cH:18][cH:19][cH:20][cH:21]1.[Cl:10][CH2:11][C:12](=[O:13])[NH2:14].[OH:1][C:2](=[O:3])[c:4]1[cH:5][cH:6][cH:7][cH:8][cH:9]1>>[O:1]([C:2](=[O:3])[c:4]1[cH:5][cH:6][cH:7][cH:8][cH:9]1)[CH2:11][C:12](=[O:13])[NH2:14]. The reactants are C1COCCN1, CC#N, O=C1CCC(C(=O)O)N1, O, On1nnc2ccccc21. Yields the product O=C1CCC(C(=O)N2CCOCC2)N1. As a reaction SMILES: [CH2:21]1[CH2:22][O:23][CH2:24][CH2:25][NH:26]1.[CH3:27][C:28]#[N:29].[NH:1]1[CH:2]([C:7](=[O:8])[OH:9])[CH2:3][CH2:4][C:5]1=[O:6].[OH2:10].[OH:11][n:12]1[c:13]2[cH:14][cH:15][cH:16][cH:17][c:18]2[n:19][n:20]1>>[NH:1]1[CH:2]([C:7](=[O:9])[N:26]2[CH2:21][CH2:22][O:23][CH2:24][CH2:25]2)[CH2:3][CH2:4][C:5]1=[O:6]. Product: IC1=CC=C(COCC2=CC=C(C=C2)I)C=C1 (4-mono-iodobenzylether). Procedure details: 825 mg of PVA 13 kDa was dissolved in 55 ml of dry NMP under a nitrogen flow at 130° C. Then the temperature was decreased to 50° C. and 5 g of 4-monoiodobenzyl bromide was added. After 10 minutes, 1.35 g of dried sodium hydroxide was added. After 5 hours of reaction time, cold water was added and a paste material has appeared. The sticky paste could not be filtrated. Water was easily removed because the material was struck to the walls of the flask. After water was poured out, the pasty residue... Reaction conditions: time 10 minute. Reactants: IC1=CC=C(CBr)C=C1 (4-monoiodobenzyl bromide), [OH-].[Na+] (sodium hydroxide), O (water). The solvent is CN1CCCC1=O (NMP). RXN SMILES: [I:1][C:2]1[CH:9]=[CH:8][C:5]([CH2:6]Br)=[CH:4][CH:3]=1.[OH-:10].[Na+].O>CN1C(=O)CCC1>[I:1][C:2]1[CH:9]=[CH:8][C:5]([CH2:6][O:10][CH2:6][C:5]2[CH:8]=[CH:9][C:2]([I:1])=[CH:3][CH:4]=2)=[CH:4][CH:3]=1 |f:1.2|. Reactants: COC=1C=C(C=C)C=CC1OC (3,4-dimethoxystyrene), BrC1=C(C(=O)OCC)C=CC=C1 (ethyl 2-bromobenzoate). Solvent: CN(C=O)C (dimethylformamide). Product: COC=1C=C(C=CC1OC)/C=C/C1=C(C(=O)OCC)C=CC=C1 (Ethyl 2-(E-2-(3,4-Dimethoxyphenyl)-ethen-1-yl)benzoate). Reaction SMILES: [CH3:1][O:2][C:3]1[CH:4]=[C:5]([CH:8]=[CH:9][C:10]=1[O:11][CH3:12])[CH:6]=[CH2:7].Br[C:14]1[CH:24]=[CH:23][CH:22]=[CH:21][C:15]=1[C:16]([O:18][CH2:19][CH3:20])=[O:17]>CN(C)C=O>[CH3:1][O:2][C:3]1[CH:4]=[C:5](/[CH:6]=[CH:7]/[C:21]2[CH:22]=[CH:23][CH:24]=[CH:14][C:15]=2[C:16]([O:18][CH2:19][CH3:20])=[O:17])[CH:8]=[CH:9][C:10]=1[O:11][CH3:12]. Procedure details: 5 g (30.5 mmol) of 3,4-dimethoxystyrene were reacted with ethyl 2-bromobenzoate in dimethylformamide at 120° C. by the method of procedure 31a. 1.2 g (4%) [sic] of the product were obtained.